From a dataset of the Open Reaction Database (ORD), a public repository of structured organic reaction records. describe an organic reaction: reactants, conditions, products, and yield The reactants are COC([C@@H]([C@H](CC1=CC=CC=C1)NC(C1=CC(=CC(=C1)C(=O)N[C@H](C)C1=CC=CC=C1)N(S(=O)(=O)C)C)=O)OC1OCCCC1)=O ((2R,3S)-3-{[3-[methyl(methylsulfonyl)amino]-5-({[(1R)-1-phenylethyl]amino}carbonyl)benzoyl]amino}-4-phenyl-2-(tetrahydro-2H-pyran-2-yloxy)butanoic acid methylester), Example 26, [OH-].[Na+] (sodium hydroxide). The solvent is CO (methanol), CO (methanol). Run at time 6 hour. Product: CN(C=1C=C(C(=O)N[C@H]([C@H](C(=O)O)OC2OCCCC2)CC2=CC=CC=C2)C=C(C1)C(=O)N[C@H](C)C1=CC=CC=C1)S(=O)(=O)C ((2R,3S)-3-{[3-[Methyl(methylsulfonyl)amino]-5-({[(1R)-1-phenylethyl]-amino}carbonyl)benzoyl]amino}-4-phenyl-2-(tetrahydro-2H-pyran-2-yloxy)butanoic acid). Yield: 99.0%. As a reaction SMILES: C[O:2][C:3](=[O:46])[C@H:4]([O:39][CH:40]1[CH2:45][CH2:44][CH2:43][CH2:42][O:41]1)[C@@H:5]([NH:13][C:14](=[O:38])[C:15]1[CH:20]=[C:19]([C:21]([NH:23][C@@H:24]([C:26]2[CH:31]=[CH:30][CH:29]=[CH:28][CH:27]=2)[CH3:25])=[O:22])[CH:18]=[C:17]([N:32]([CH3:37])[S:33]([CH3:36])(=[O:35])=[O:34])[CH:16]=1)[CH2:6][C:7]1[CH:12]=[CH:11][CH:10]=[CH:9][CH:8]=1.[OH-].[Na+]>CO>[CH3:37][N:32]([S:33]([CH3:36])(=[O:35])=[O:34])[C:17]1[CH:16]=[C:15]([CH:20]=[C:19]([C:21]([NH:23][C@@H:24]([C:26]2[CH:31]=[CH:30][CH:29]=[CH:28][CH:27]=2)[CH3:25])=[O:22])[CH:18]=1)[C:14]([NH:13][C@@H:5]([CH2:6][C:7]1[CH:12]=[CH:11][CH:10]=[CH:9][CH:8]=1)[C@@H:4]([O:39][CH:40]1[CH2:45][CH2:44][CH2:43][CH2:42][O:41]1)[C:3]([OH:46])=[O:2])=[O:38] |f:1.2|. Reported procedure: The (2R,3S)-3-{[3-[methyl(methylsulfonyl)amino]-5-({[(1R)-1-phenylethyl]amino}carbonyl)benzoyl]amino}-4-phenyl-2-(tetrahydro-2H-pyran-2-yloxy)butanoic acid methylester obtained in Reference Example 26 1.79 g (2.75 mmol) was dissolved in methanol 6 mL and thereto was added 5N aqueous sodium hydroxide solution 1.10 mL under ice-cooling and the mixture was stirred at room temperature for 6 hours. After distillating methanol off, the mixture was washed with ether. The aqueous layer was adjusted with... Reactants: ClC1=CC2=C(N=C(O2)N2CCNCC2)C=C1 (6-Chloro-2-piperazin-1-yl-benzooxazole), N1=C(C=CC=C1)S(=O)(=O)NC1=CC=C(C(=O)O)C=C1 (4-(Pyridine-2-sulfonylamino)-benzoic acid). Product: ClC1=CC2=C(N=C(O2)N2CCN(CC2)C(=O)C2=CC=C(C=C2)NS(=O)(=O)C2=NC=CC=C2)C=C1 (N-(4-(4-(6-chlorobenzo[d]oxazol-2-yl)piperazine-1-carbonyl)phenyl)pyridine-2-sulfonamide). As a reaction SMILES: [Cl:1][C:2]1[CH:16]=[CH:15][C:5]2[N:6]=[C:7]([N:9]3[CH2:14][CH2:13][NH:12][CH2:11][CH2:10]3)[O:8][C:4]=2[CH:3]=1.[N:17]1[CH:22]=[CH:21][CH:20]=[CH:19][C:18]=1[S:23]([NH:26][C:27]1[CH:35]=[CH:34][C:30]([C:31](O)=[O:32])=[CH:29][CH:28]=1)(=[O:25])=[O:24]>>[Cl:1][C:2]1[CH:16]=[CH:15][C:5]2[N:6]=[C:7]([N:9]3[CH2:14][CH2:13][N:12]([C:31]([C:30]4[CH:29]=[CH:28][C:27]([NH:26][S:23]([C:18]5[CH:19]=[CH:20][CH:21]=[CH:22][N:17]=5)(=[O:25])=[O:24])=[CH:35][CH:34]=4)=[O:32])[CH2:11][CH2:10]3)[O:8][C:4]=2[CH:3]=1. Procedure: Compound 14 is prepared using synthesis method 2 using intermediates 3b and 5c (yield: 56%). The reactants are CC([O-])=S, CC1C(OS(C)(=O)=O)CC(=O)N1Cc1ccc(Oc2ccccc2)cc1, CCO, [K+]. Yields the product CC(=O)SC1CC(=O)N(Cc2ccc(Oc3ccccc3)cc2)C1C. RXN SMILES: [C:27]([CH3:28])(=[S:29])[O-:30].[CH3:1][S:2]([O:3][CH:6]1[CH2:7][C:8](=[O:26])[N:9]([CH2:12][c:13]2[cH:14][cH:15][c:16]([O:19][c:20]3[cH:21][cH:22][cH:23][cH:24][cH:25]3)[cH:17][cH:18]2)[CH:10]1[CH3:11])(=[O:4])=[O:5].[CH3:32][CH2:33][OH:34].[K+:31]>>[CH:6]1([S:29][C:27]([CH3:28])=[O:30])[CH2:7][C:8](=[O:26])[N:9]([CH2:12][c:13]2[cH:14][cH:15][c:16]([O:19][c:20]3[cH:21][cH:22][cH:23][cH:24][cH:25]3)[cH:17][cH:18]2)[CH:10]1[CH3:11]. Starting materials: CCCCO, C=CCC, CCCC, O. The product is CCCCOCCCC. RXN SMILES: [CH2:10]([OH:11])[CH2:12][CH2:13][CH3:14].[CH2:2]=[CH:3][CH2:4][CH3:5].[CH3:6][CH2:7][CH2:8][CH3:9].[OH2:1]>>[O:1]([CH2:2][CH2:3][CH2:4][CH3:5])[CH2:6][CH2:7][CH2:8][CH3:9]. The reactants are [O-]S(=O)(=O)OOS(=O)(=O)[O-].[K+].[K+] (potassium peroxodisulfate), C(C=C)(=O)OCC (ethyl acrylate), methoxy polyethyleneglycol methacrylate, C(C(=C)CC(=O)[O-])(=O)[O-].[Na+].[Na+] (disodium itaconate), OCNC(C(=C)C)=O (N-hydroxymethyl methacrylamide), C(C(=C)C)(=O)N (methacrylamide), [Na] (sodium), C(C(C)C)C1=C(C(=C(C=C1)O)CC(C)C)CC(C)C (triisobutylphenol), C1CO1 (ethylene oxide), [O-]S(=O)(=O)OOS(=O)(=O)[O-].[K+].[K+] (potassium peroxodisulfate). The solvent is O (water), O (water). Product: C(CCCCCC(C)C)C1=C(C=CC=C1)O (isononylphenol), C1CO1 (ethylene oxide). RXN SMILES: [Na].[CH2:2]([C:6]1[CH:11]=[CH:10][C:9](O)=[C:8](CC(C)C)[C:7]=1[CH2:17][CH:18]([CH3:20])[CH3:19])[CH:3](C)[CH3:4].[CH2:21]1[O:23][CH2:22]1.[O-]S(OOS([O-])(=O)=O)(=O)=O.[K+].[K+].C([O:40][CH2:41][CH3:42])(=O)C=C.C([O-])(=O)C(CC([O-])=O)=C.[Na+].[Na+].OCNC(=O)C(C)=C.C(N)(=O)C(C)=C>O>[CH2:11]([C:6]1[CH:2]=[CH:3][CH:4]=[CH:22][C:21]=1[OH:23])[CH2:10][CH2:9][CH2:8][CH2:7][CH2:17][CH:18]([CH3:19])[CH3:20].[CH2:41]1[O:40][CH2:42]1 |f:3.4.5,7.8.9,^1:0|. Reported procedure: 0.2 part by weight of the sodium salt of a sulfated addition product of triisobutylphenol and 7 mols of ethylene oxide (emulsifier A) and 0.02 part by weight of potassium peroxodisulfate are dissolved in 61.5 parts by weight of completely desalted water at 80° C. in a polymerization vessel provided with a reflux condenser, stirrer, thermometer, and feed vessel. An emulsion, earlier prepared from 83 parts by weight of ethyl acrylate, 10 parts by weight of methoxy polyethyleneglycol methacrylate [... Reactants: C1(=CC=CC=C1)[Mg]Cl (phenylmagnesium chloride), C(=O)(OC(C)(C)C)N1[C@H](C=O)CCC1 (BOC-L-prolinal), crude product. The product is C(=O)(OC(C)(C)C)N1[C@@H](CCC1)C(C1=CC=CC=C1)=O (BOC-2(S)-benzoylpyrrolidine). As a reaction SMILES: [C:1]1([Mg]Cl)[CH:6]=[CH:5][CH:4]=[CH:3][CH:2]=1.[C:9]([N:16]1[CH2:22][CH2:21][CH2:20][C@H:17]1[CH:18]=[O:19])([O:11][C:12]([CH3:15])([CH3:14])[CH3:13])=[O:10]>>[C:9]([N:16]1[CH2:22][CH2:21][CH2:20][C@H:17]1[C:18](=[O:19])[C:1]1[CH:6]=[CH:5][CH:4]=[CH:3][CH:2]=1)([O:11][C:12]([CH3:15])([CH3:14])[CH3:13])=[O:10]. Reported procedure: 10 ml (20 mmol) 2 M phenylmagnesium chloride (tetrahydrofuran) and 1.99 g (10 mmol) BOC-L-prolinal were allowed to react at −60–40° C. for 60 min according to procedure F. Yield of the crude product 3.06 g. The product was purified with a silica column using 16% ethyl acetate in petroleum ether as eluent. Yield 2.18 g (7.6 mmol, 76%). The product was oxidized to the corresponding ketone according to procedure G. Yield of crude product 3.15 g. The product was purified with a silica column using 2...